Dataset: the Open Reaction Database (ORD), a public repository of structured organic reaction records. Task: describe an organic reaction: reactants, conditions, products, and yield The yield is 83.4%. Solvent: CN(C)C=O (DMF). Procedure details: Prepared as above, using 1-(5-chloropentyl)-1H-indole (22.2 mg, 0.100 mmol), 2-methyl-N-[3-(4-piperidinyl)phenyl]propanamide (24.6 mg, 0.100 mmol), K2CO3 (27.6 mg, 0.200 mmol), NaI (23.0 mg, 0.150 mmol) and DMF (1.00 mL), giving the desired product as a yellow oil (36 mg, 81%). 1H NMR (400 MHz, CDCl3) δ 8.08–6.52 (m, 11H), 4.19 (t, 2H, J=7.2 Hz), 3.26–3.10 (m, 2H), 2.71–2.55 (m, 2H), 2.55–2.42 (m, 2H), 2.35–2.12 (m, 2H), 2.12–1.80 (m, 6H), 1.80–1.57 (m, 2H), 1.51–1.34 (m, 2H) 1.31 (d, 6H, J=6.8 ... Product: N1(C=CC2=CC=CC=C12)CCCCCN1CCC(CC1)C=1C=C(C=CC1)NC(C(C)C)=O (N-(3-{1-[5-(1H-INDOL-1-YL)PENTYL]-4-PIPERIDINYL}PHENYL)-2-METHYLPROPANAMIDE). The reactants are ClCCCCCN1C=CC2=CC=CC=C12 (1-(5-chloropentyl)-1H-indole), [Na+].[I-] (NaI), CC(C(=O)NC1=CC(=CC=C1)C1CCNCC1)C (2-methyl-N-[3-(4-piperidinyl)phenyl]propanamide), C(=O)([O-])[O-].[K+].[K+] (K2CO3). Reaction SMILES: Cl[CH2:2][CH2:3][CH2:4][CH2:5][CH2:6][N:7]1[C:15]2[C:10](=[CH:11][CH:12]=[CH:13][CH:14]=2)[CH:9]=[CH:8]1.[CH3:16][CH:17]([CH3:33])[C:18]([NH:20][C:21]1[CH:26]=[CH:25][CH:24]=[C:23]([CH:27]2[CH2:32][CH2:31][NH:30][CH2:29][CH2:28]2)[CH:22]=1)=[O:19].C([O-])([O-])=O.[K+].[K+].[Na+].[I-]>CN(C=O)C>[N:7]1([CH2:6][CH2:5][CH2:4][CH2:3][CH2:2][N:30]2[CH2:31][CH2:32][CH:27]([C:23]3[CH:22]=[C:21]([NH:20][C:18](=[O:19])[CH:17]([CH3:16])[CH3:33])[CH:26]=[CH:25][CH:24]=3)[CH2:28][CH2:29]2)[C:15]2[C:10](=[CH:11][CH:12]=[CH:13][CH:14]=2)[CH:9]=[CH:8]1 |f:2.3.4,5.6|.